Task: describe an organic reaction: reactants, conditions, products, and yield. Dataset: the Open Reaction Database (ORD), a public repository of structured organic reaction records Starting materials: CN1CCN(CC1)[C@H]1CCC2=CC(=CC=C12)C(=O)OCC (ethyl (1S)-1-(4-methylpiperazin-1-yl)-2,3-dihydro-1H-indene-5-carboxylate), CC1=C(C=C(C=C1)N)NC1=NC=CC(=N1)C1=CC=NC=C1 (4-methyl-N(3)-(4-pyridin-4-ylpyrimidin-2-yl)benzene-1,3-diamine). Product: CN1CCN(CC1)[C@H]1CCC2=CC(=CC=C12)C(=O)NC1=CC(=C(C=C1)C)NC1=NC=CC(=N1)C1=CC=NC=C1 ((1S)-1-(4-Methylpiperazin-1-yl)-N-(4-methyl-3-[(4-pyridin-4-ylpyrimidin-2-yl)amino]phenyl)-2,3-dihydro-1H-indene-5-carboxamide). As a reaction SMILES: [CH3:1][N:2]1[CH2:7][CH2:6][N:5]([C@@H:8]2[C:16]3[C:11](=[CH:12][C:13]([C:17](OCC)=[O:18])=[CH:14][CH:15]=3)[CH2:10][CH2:9]2)[CH2:4][CH2:3]1.[CH3:22][C:23]1[CH:28]=[CH:27][C:26]([NH2:29])=[CH:25][C:24]=1[NH:30][C:31]1[N:36]=[C:35]([C:37]2[CH:42]=[CH:41][N:40]=[CH:39][CH:38]=2)[CH:34]=[CH:33][N:32]=1>>[CH3:1][N:2]1[CH2:3][CH2:4][N:5]([C@@H:8]2[C:16]3[C:11](=[CH:12][C:13]([C:17]([NH:29][C:26]4[CH:27]=[CH:28][C:23]([CH3:22])=[C:24]([NH:30][C:31]5[N:36]=[C:35]([C:37]6[CH:42]=[CH:41][N:40]=[CH:39][CH:38]=6)[CH:34]=[CH:33][N:32]=5)[CH:25]=4)=[O:18])=[CH:14][CH:15]=3)[CH2:10][CH2:9]2)[CH2:6][CH2:7]1. Procedure: The title compound was prepared by condensation reaction between ethyl (1S)-1-(4-methylpiperazin-1-yl)-2,3-dihydro-1H-indene-5-carboxylate and 4-methyl-N(3)-(4-pyridin-4-ylpyrimidin-2-yl)benzene-1,3-diamine, according to the procedure described in Step C of EXAMPLE 11. MS (M+1)=520.27. 1HNMR (DMSO-d6, ppm): δ 10.14 (s, 1H); 9.04 (s, 1H); 8.07 (d, J=4.4 Hz, 2H); 8.55 (d, J=4.8 Hz, 1H); 8.06 (s, 1H); 8.04 (d, J=4.4 Hz, 2H); 7.78 (s, 1H); 7.75 (d, J=8.8 Hz, 1H); 7.45 (d, J=7.6 Hz, 1H); 7.44 (d, J=4... Reactants: OC[C@@H]1[C@@H](N(C(O1)(C)C)C(=O)OC(C)(C)C)CC1=CC=NC=C1 ((4S,5S)-tert-butyl 5-(hydroxymethyl)-2,2-dimethyl-4-(pyridin-4-ylmethyl)oxazolidine-3-carboxylate), CC(C)(C)[Si](C)(C)Cl (TBSCl), N1C=NC=C1 (imidazole). Yields the product OC[C@@H]1[C@@H](N(C(O1)(C)C)C(=O)OC(C)(C)C)CC1=CC(=NC=C1)C ((4S,5S)-tert-butyl 5-(hydroxymethyl)-2,2-dimethyl-4-((2-methylpyridin-4-yl)methyl)oxazolidine-3-carboxylate). Reaction SMILES: [OH:1][CH2:2][C@H:3]1[O:7][C:6]([CH3:9])([CH3:8])[N:5]([C:10]([O:12][C:13]([CH3:16])([CH3:15])[CH3:14])=[O:11])[C@H:4]1[CH2:17][C:18]1[CH:23]=[CH:22][N:21]=[CH:20][CH:19]=1.[CH3:24]C([Si](Cl)(C)C)(C)C.N1C=CN=C1>>[OH:1][CH2:2][C@H:3]1[O:7][C:6]([CH3:8])([CH3:9])[N:5]([C:10]([O:12][C:13]([CH3:15])([CH3:16])[CH3:14])=[O:11])[C@H:4]1[CH2:17][C:18]1[CH:19]=[CH:20][N:21]=[C:22]([CH3:24])[CH:23]=1. Procedure details: The title compound was synthesized in manner analogous to that described in Example 472, using (4S,5S)-tert-butyl 5-(hydroxymethyl)-2,2-dimethyl-4-(pyridin-4-ylmethyl)oxazolidine-3-carboxylate in the presence of TBSCl and imidazole, and was used without further purification. Reactants: CCOC(=O)COc1ccc(Sc2ccc(C)cc2Nc2ccnc3nc(C)ccc23)cc1, CCO, [Na+], [OH-]. Product: Cc1ccc(Sc2ccc(OCC(=O)O)cc2)c(Nc2ccnc3nc(C)ccc23)c1. As a reaction SMILES: [CH2:1]([CH3:2])[O:3][C:4]([CH2:5][O:6][c:7]1[cH:8][cH:9][c:10]([S:13][c:14]2[c:15]([NH:21][c:22]3[cH:23][cH:24][n:25][c:26]4[n:27][c:28]([CH3:32])[cH:29][cH:30][c:31]34)[cH:16][c:17]([CH3:20])[cH:18][cH:19]2)[cH:11][cH:12]1)=[O:33].[CH3:34][CH2:35][OH:36].[Na+:38].[OH-:37]>>[O:3]=[C:4]([CH2:5][O:6][c:7]1[cH:8][cH:9][c:10]([S:13][c:14]2[c:15]([NH:21][c:22]3[cH:23][cH:24][n:25][c:26]4[n:27][c:28]([CH3:32])[cH:29][cH:30][c:31]34)[cH:16][c:17]([CH3:20])[cH:18][cH:19]2)[cH:11][cH:12]1)[OH:33]. The reactants are NC1=C(C(=O)N2[C@](CCC2)(C(=O)OC)C)C(=CC=C1)[N+](=O)[O-] (methyl(R)-1-(2-amino-6-nitro-benzoyl)-2-methyl-pyrrolidine-2-carboxylate). Solvent: [OH-].[K+] (KOH). Run at temperature 50 celsius, time 1.5 hour. Yields the product NC1=C(C(=O)N2[C@](CCC2)(C(=O)O)C)C(=CC=C1)[N+](=O)[O-] ((R)-1-(2-amino-6-nitro-benzoyl)-2-methyl-pyrrolidine-2-carboxylic acid). Reaction SMILES: [NH2:1][C:2]1[CH:19]=[CH:18][CH:17]=[C:16]([N+:20]([O-:22])=[O:21])[C:3]=1[C:4]([N:6]1[CH2:10][CH2:9][CH2:8][C@:7]1([CH3:15])[C:11]([O:13]C)=[O:12])=[O:5]>[OH-].[K+]>[NH2:1][C:2]1[CH:19]=[CH:18][CH:17]=[C:16]([N+:20]([O-:22])=[O:21])[C:3]=1[C:4]([N:6]1[CH2:10][CH2:9][CH2:8][C@:7]1([CH3:15])[C:11]([OH:13])=[O:12])=[O:5] |f:1.2|. Reported procedure: 930 mg (3.02 mmol) methyl(R)-1-(2-amino-6-nitro-benzoyl)-2-methyl-pyrrolidine-2-carboxylate are dissolved in 3 mL 20% ethanolic KOH and stirred for 1.5 h at 50° C. Then the solvent is eliminated in vacuo and the crude product is purified by chromatography. The carrier material used is silica gel and the eluant used is dichloromethane, to which 15% of a mixture of 90% methanol and 10% saturated aqueous ammonia solution has been added. Reactants: O=C(Nc1c[nH]c2ncc(Br)c(F)c12)c1cccnc1, CCCCO, c1ccc(C2CCNC2)nc1. Yields the product O=C(Nc1c[nH]c2ncc(Br)c(N3CCC(c4ccccn4)C3)c12)c1cccnc1. As a reaction SMILES: [Br:1][c:2]1[c:3]([F:20])[c:4]2[c:5]([n:6][cH:7]1)[nH:8][cH:9][c:10]2[NH:11][C:12]([c:13]1[cH:14][n:15][cH:16][cH:17][cH:18]1)=[O:19].[CH2:32]([OH:33])[CH2:34][CH2:35][CH3:36].[NH:21]1[CH2:22][CH:23]([c:26]2[n:27][cH:28][cH:29][cH:30][cH:31]2)[CH2:24][CH2:25]1>>[Br:1][c:2]1[c:3]([N:21]2[CH2:22][CH:23]([c:26]3[n:27][cH:28][cH:29][cH:30][cH:31]3)[CH2:24][CH2:25]2)[c:4]2[c:5]([n:6][cH:7]1)[nH:8][cH:9][c:10]2[NH:11][C:12]([c:13]1[cH:14][n:15][cH:16][cH:17][cH:18]1)=[O:19]. The reactants are O=P(Cl)(Cl)Cl, Oc1ncnc2ccc(-c3ccccn3)cc12. Yields the product Clc1ncnc2ccc(-c3ccccn3)cc12. RXN SMILES: [P:18]([Cl:19])([Cl:20])([Cl:21])=[O:22].[n:1]1[c:2](-[c:7]2[cH:8][c:9]3[c:10]([OH:17])[n:11][cH:12][n:13][c:14]3[cH:15][cH:16]2)[cH:3][cH:4][cH:5][cH:6]1>>[n:1]1[c:2](-[c:7]2[cH:8][c:9]3[c:10]([Cl:20])[n:11][cH:12][n:13][c:14]3[cH:15][cH:16]2)[cH:3][cH:4][cH:5][cH:6]1. Reactants: CCO, O=[N+]([O-])c1c(CS(=O)(=O)c2cccc3ccccc23)cc(F)cc1OCCCl, NN, O. The product is Nc1c(CS(=O)(=O)c2cccc3ccccc23)cc(F)cc1OCCCl. As a reaction SMILES: [CH3:32][CH2:33][OH:34].[Cl:1][CH2:2][CH2:3][O:4][c:5]1[c:6]([N+:26]([O-:27])=[O:28])[c:7]([CH2:12][S:13](=[O:14])(=[O:15])[c:16]2[cH:17][cH:18][cH:19][c:20]3[cH:21][cH:22][cH:23][cH:24][c:25]23)[cH:8][c:9]([F:11])[cH:10]1.[NH2:30][NH2:31].[OH2:29]>>[Cl:1][CH2:2][CH2:3][O:4][c:5]1[c:6]([NH2:26])[c:7]([CH2:12][S:13](=[O:14])(=[O:15])[c:16]2[cH:17][cH:18][cH:19][c:20]3[cH:21][cH:22][cH:23][cH:24][c:25]23)[cH:8][c:9]([F:11])[cH:10]1. Starting materials: FC(C(CC1=CNC2=CC=CC=C12)N)(F)F (2,2,2-trifluoro-1-(1H-indol-3-ylmethyl)ethylamine), BrC1=CC(=C(C(=C1)Cl)S(=O)(=O)Cl)Cl (4-bromo-2,6-dichlorobenzensulfonyl chloride), amine. The solvent is Cl (hydrochloric acid), N1=CC=CC=C1 (pyridine), C(C)(=O)OCC (ethyl acetate). Reaction conditions: temperature 65 celsius, time 16 hour. The product is BrC1=CC(=C(C(=C1)Cl)S(=O)(=O)NC(C(F)(F)F)CC1=CNC2=CC=CC=C12)Cl (4-Bromo-2,6-dichloro-N-[2,2,2-trifluoro-1-(1H-indol-3-ylmethyl)ethyl]benzenesulfonamide). Isolated yield 28.9%. As a reaction SMILES: [F:1][C:2]([F:16])([F:15])[CH:3]([NH2:14])[CH2:4][C:5]1[C:13]2[C:8](=[CH:9][CH:10]=[CH:11][CH:12]=2)[NH:7][CH:6]=1.[Br:17][C:18]1[CH:23]=[C:22]([Cl:24])[C:21]([S:25](Cl)(=[O:27])=[O:26])=[C:20]([Cl:29])[CH:19]=1>N1C=CC=CC=1.Cl.C(OCC)(=O)C>[Br:17][C:18]1[CH:23]=[C:22]([Cl:24])[C:21]([S:25]([NH:14][CH:3]([CH2:4][C:5]2[C:13]3[C:8](=[CH:9][CH:10]=[CH:11][CH:12]=3)[NH:7][CH:6]=2)[C:2]([F:1])([F:15])[F:16])(=[O:26])=[O:27])=[C:20]([Cl:29])[CH:19]=1. Procedure: A mixture of 170 mg (0.75 mmol) of 2,2,2-trifluoro-1-(1H-indol-3-ylmethyl)ethylamine and 243 mg (0.75 mmol) of 4-bromo-2,6-dichlorobenzensulfonyl chloride in 4 mL of pyridine was warmed at 65° C. The reaction was monitored by TLC indicating a new less polar product compared to amine. After 16 hours, the mixture was cooled and concentrated to afford a thick oily residue. The residue was diluted with 1 N aqueous hydrochloric acid until acidic and extracted with ethyl acetate. The combined organic ... The reactants are O=S(=O)(Oc1cccc2c1CC(N(Cc1ccccc1)Cc1ccccc1)CO2)C(F)(F)F, Cc1cc(B(O)O)cnc1F. The product is Cc1cc(-c2cccc3c2CC(N(Cc2ccccc2)Cc2ccccc2)CO3)cnc1F. As a reaction SMILES: [F:12][C:13]([F:14])([F:15])[S:16]([O:17][c:18]1[c:19]2[c:24]([cH:25][cH:26][cH:27]1)[O:23][CH2:22][CH:21]([N:28]([CH2:29][c:30]1[cH:31][cH:32][cH:33][cH:34][cH:35]1)[CH2:36][c:37]1[cH:38][cH:39][cH:40][cH:41][cH:42]1)[CH2:20]2)(=[O:43])=[O:44].[F:1][c:2]1[c:3]([CH3:11])[cH:4][c:5]([B:8]([OH:9])[OH:10])[cH:6][n:7]1>>[F:1][c:2]1[c:3]([CH3:11])[cH:4][c:5](-[c:18]2[c:19]3[c:24]([cH:25][cH:26][cH:27]2)[O:23][CH2:22][CH:21]([N:28]([CH2:29][c:30]2[cH:31][cH:32][cH:33][cH:34][cH:35]2)[CH2:36][c:37]2[cH:38][cH:39][cH:40][cH:41][cH:42]2)[CH2:20]3)[cH:6][n:7]1. Reactants: C1CCOC1, CC(C)(C)[O-], Cc1cc2c(=O)[nH]c(CCl)nc2s1, CC(C)(O)c1c[nH]nc1C(F)(F)F, [K+]. Yields the product Cc1cc2c(=O)[nH]c(Cn3cc(C(C)(C)O)c(C(F)(F)F)n3)nc2s1. As a reaction SMILES: [CH2:33]1[O:34][CH2:35][CH2:36][CH2:37]1.[CH3:14][C:15]([CH3:16])([O-:17])[CH3:18].[Cl:20][CH2:21][c:22]1[nH:23][c:24](=[O:32])[c:25]2[c:26]([n:27]1)[s:28][c:29]([CH3:31])[cH:30]2.[F:1][C:2]([c:3]1[n:4][nH:5][cH:6][c:7]1[C:8]([CH3:9])([CH3:10])[OH:11])([F:12])[F:13].[K+:19]>>[F:1][C:2]([c:3]1[n:4][n:5]([CH2:21][c:22]2[nH:23][c:24](=[O:32])[c:25]3[c:26]([n:27]2)[s:28][c:29]([CH3:31])[cH:30]3)[cH:6][c:7]1[C:8]([CH3:9])([CH3:10])[OH:11])([F:12])[F:13].